From a dataset of the Open Reaction Database (ORD), a public repository of structured organic reaction records. describe an organic reaction: reactants, conditions, products, and yield Starting materials: ClC=1N=C(C2=C(N1)C=C(S2)CN2CCN(CC2)C(C(=O)NC)(C)C)N2CCOCC2 (2-[4-(2-Chloro-4-morpholin-4-yl-thieno[3,2-d]pyrimidin-6-ylmethyl)-piperazin-1-yl]-N-methyl-isobutyramide), CC1(OB(OC1(C)C)C=1C=NC(=NC1)N)C (5-(4,4,5,5-tetramethyl-[1,3,2]dioxaborolan-2-yl)-pyrimidin-2-ylamine). Product: NC1=NC=C(C=N1)C=1N=C(C2=C(N1)C=C(S2)CN2CCN(CC2)C(C(=O)NC)(C)C)N2CCOCC2 (2-(4-((2-(2-aminopyrimidin-5-yl)-4-morpholinothieno[3,2-d]pyrimidin-6-yl)methyl)piperazin-1-yl)-N,2-dimethylpropanamide). As a reaction SMILES: Cl[C:2]1[N:3]=[C:4]([N:25]2[CH2:30][CH2:29][O:28][CH2:27][CH2:26]2)[C:5]2[S:10][C:9]([CH2:11][N:12]3[CH2:17][CH2:16][N:15]([C:18]([CH3:24])([CH3:23])[C:19]([NH:21][CH3:22])=[O:20])[CH2:14][CH2:13]3)=[CH:8][C:6]=2[N:7]=1.CC1(C)C(C)(C)OB([C:39]2[CH:40]=[N:41][C:42]([NH2:45])=[N:43][CH:44]=2)O1>>[NH2:45][C:42]1[N:43]=[CH:44][C:39]([C:2]2[N:3]=[C:4]([N:25]3[CH2:30][CH2:29][O:28][CH2:27][CH2:26]3)[C:5]3[S:10][C:9]([CH2:11][N:12]4[CH2:17][CH2:16][N:15]([C:18]([CH3:24])([CH3:23])[C:19]([NH:21][CH3:22])=[O:20])[CH2:14][CH2:13]4)=[CH:8][C:6]=3[N:7]=2)=[CH:40][N:41]=1. Procedure details: 2-[4-(2-Chloro-4-morpholin-4-yl-thieno[3,2-d]pyrimidin-6-ylmethyl)-piperazin-1-yl]-N-methyl-isobutyramide (Example 88) was reacted with 5-(4,4,5,5-tetramethyl-[1,3,2]dioxaborolan-2-yl)-pyrimidin-2-ylamine in General Procedure A. Purification on silica yielded 173. NMR 400 MHz (CDCl3): 2.56 (6H, b, CH3), 2.80 (3H, d (J=4.93), CH3), 3.83 (2H, s, CH2), 3.88 (4H, m, CH2), 4.03 (4H, m, CH2), 5.19 (2H, s, NH), 7.26 (1H, s, ar), 9.28 (2H, s, ar). MH+ 512.37 Reactants: O (H2O), FC=1C=CC(=C(C(=O)NCC2CCN(CC2)C(C2=CC=CC=C2)C2=CC=CC=C2)C1)[N+](=O)[O-] (5-fluoro-2-nitro-N-[(1-diphenylmethylpiperidin-4-yl)methyl]benzamide), CN (methylamine), CO (MeOH). The solvent is CN(C)C=O (DMF). Conditions: temperature 180 celsius. Yields the product CNC=1C=CC(=C(C(=O)NCC2CCN(CC2)C(C2=CC=CC=C2)C2=CC=CC=C2)C1)[N+](=O)[O-] (5-methylamino-2-nitro-N-[(1-diphenylmethylpiperidin-4-yl)methyl]benzamide). Reaction SMILES: F[C:2]1[CH:3]=[CH:4][C:5]([N+:31]([O-:33])=[O:32])=[C:6]([CH:30]=1)[C:7]([NH:9][CH2:10][CH:11]1[CH2:16][CH2:15][N:14]([CH:17]([C:24]2[CH:29]=[CH:28][CH:27]=[CH:26][CH:25]=2)[C:18]2[CH:23]=[CH:22][CH:21]=[CH:20][CH:19]=2)[CH2:13][CH2:12]1)=[O:8].[CH3:34][NH2:35].CO.O>CN(C=O)C>[CH3:34][NH:35][C:2]1[CH:3]=[CH:4][C:5]([N+:31]([O-:33])=[O:32])=[C:6]([CH:30]=1)[C:7]([NH:9][CH2:10][CH:11]1[CH2:16][CH2:15][N:14]([CH:17]([C:24]2[CH:29]=[CH:28][CH:27]=[CH:26][CH:25]=2)[C:18]2[CH:23]=[CH:22][CH:21]=[CH:20][CH:19]=2)[CH2:13][CH2:12]1)=[O:8]. Procedure details: Step 1): A mixture of 5-fluoro-2-nitro-N-[(1-diphenylmethylpiperidin-4-yl)methyl]benzamide (2.68 g, 6 mmol) and 40% methylamine in MeOH (5 ml, 64 mmol) in DMF (30 ml) was heated in a sealed tube at 180° C. for 7 hours. After cooling, the reaction mixture was poured into H2O and extracted with AcOEt. The extract was washed with H2O, dried over MgSO4 and evaporated, followed by crystallization from EtOH to give 5-methylamino-2-nitro-N-[(1-diphenylmethylpiperidin-4-yl)methyl]benzamide, 2.28 g (83%)... Starting materials: O=C1C2=C(C=CC3=[N+](C=CC=C31)[O-])C=CC=C2 (5-oxo-benzo[4,5]cyclohepta[1,2-b]pyridine N-oxide), S(=O)(=O)(C1=CC=C(C)C=C1)Cl (tosyl chloride), C([O-])([O-])=O.[K+].[K+] (potassium carbonate). Run in C(Cl)(Cl)Cl (chloroform), O (water). Reaction conditions: time 4 day. Product: O=C1C2=C(C=CC=3NC(C=CC31)=O)C=CC=C2 (5-oxo-benzo[4,5]cyclohepta[1,2-b]pyrid-2(1H)one), mixture. As a reaction SMILES: [O:1]=[C:2]1[C:12]2[C:7](=[N+:8]([O-])[CH:9]=[CH:10][CH:11]=2)[CH:6]=[CH:5][C:4]2[CH:14]=[CH:15][CH:16]=[CH:17][C:3]1=2.S(Cl)(C1C=CC(C)=CC=1)(=O)=[O:19].C(=O)([O-])[O-].[K+].[K+]>C(Cl)(Cl)Cl.O>[O:1]=[C:2]1[C:12]2[CH:11]=[CH:10][C:9](=[O:19])[NH:8][C:7]=2[CH:6]=[CH:5][C:4]2[CH:14]=[CH:15][CH:16]=[CH:17][C:3]1=2 |f:2.3.4|. Procedure details: To a solution of 2.23 grams (0.01 mole) of 5-oxo-benzo[4,5]cyclohepta[1,2-b]pyridine N-oxide intermediate and 2.29 grams (0.012 mole) of tosyl chloride in 100 milliliters of chloroform was added a solution of 1.76 grams of potassium carbonate in 25 milliliters of water and the resulting mixture stirred vigorously for 4 days at room temperature. During this period the desired 5-oxo-benzo[4,5]cyclohepta[1,2-b]pyrid-2(1H)one product formed in the reaction mixture as a solid. The solid was recovered... The reactants are [Al+3], [Cl-], [Cl-], [Cl-], ClCCl, O=C(Cl)CCCl, c1ccsc1. Yields the product O=C(CCCl)c1cccs1. As a reaction SMILES: [Al+3:8].[Cl-:10].[Cl-:7].[Cl-:9].[Cl:16][CH2:17][Cl:18].[Cl:1][CH2:2][CH2:3][C:4](=[O:5])[Cl:6].[cH:11]1[cH:12][cH:13][s:14][cH:15]1>>[Cl:1][CH2:2][CH2:3][C:4](=[O:5])[c:13]1[cH:12][cH:11][cH:15][s:14]1. Starting materials: C(C)(=O)OO (peracetic acid), CC1=C2CCCSC2=CC(=C1SC[N+](=O)[O-])C (5,7-dimethyl-6-(nitromethylthio)thiachroman), S(=O)(=O)([O-])S(=O)[O-].[Na+].[Na+] (sodium metabisulphite), O (water), C(C)(=O)OO (peracetic acid). Run in C(Cl)(Cl)Cl (chloroform), C(C)(=O)O (acetic acid). Conditions: temperature 60 celsius, time 7.5 hour. The product is CC1=C2CCCS(C2=CC(=C1S(=O)(=O)C[N+](=O)[O-])C)(=O)=O (5,7-dimethyl-6-(nitromethylsulphonyl)thiachroman-1,1-dioxide). Yield: 47.0%. RXN SMILES: C(OO)(=[O:3])C.[CH3:6][C:7]1[C:16]([S:17][CH2:18][N+:19]([O-:21])=[O:20])=[C:15]([CH3:22])[CH:14]=[C:13]2[C:8]=1[CH2:9][CH2:10][CH2:11]S2.S([S:27]([O-:29])=[O:28])([O-])(=O)=O.[Na+].[Na+].[OH2:32]>C(O)(=O)C.C(Cl)(Cl)Cl>[CH3:6][C:7]1[C:16]([S:17]([CH2:18][N+:19]([O-:21])=[O:20])(=[O:3])=[O:32])=[C:15]([CH3:22])[CH:14]=[C:13]2[C:8]=1[CH2:9][CH2:10][CH2:11][S:27]2(=[O:28])=[O:29] |f:2.3.4|. Procedure details: A 35% w/v solution of peracetic acid in acetic acid (3.2 ml) was added in a slow stream to a stirred solution of 5,7-dimethyl-6-(nitromethylthio)thiachroman (500 mg, 1.86 mM) in chloroform (25 ml). The solution was then stirred and heated at 60° C. Two further quantities of 35% w/v peracetic acid solution (3.2 ml) were added after 2 hours and 3.5 hours, respectively. After 7.5 hours, the reaction mixture was cooled and a solution of sodium metabisulphite (5 g) in water (50 ml) was added slowly w... Starting materials: C([O-])([O-])=O.[K+].[K+] (potassium carbonate), di-tort-butyl dicarbonate, N-BOC, COC1=CC=C(CN2N=NC(=C2)CN)C=C1 (C-[1-(4-methoxy-benzyl)-1H-[1,2,3]triazol-4-yl]-methylamine), COC1=CC=C(CN2N=NC=C2CN)C=C1 (C-[3-(4-methoxy-benzyl)-3H-[1,2,3]triazol-4-yl]-methylamine), C(=O)C1=CC=C(C=C1)B(O)O (4-formylphenylboronic acid), O1CCCC1 (tetrahydrofuran), C1(=CC=CC=C1)B(O)O (phenylboronic acid), COC1=CC=C(CN2N=NC=C2CNCC2=CC=C(C=C2)B(O)O)C=C1 (4-({[3-(4-methoxy-benzyl)-3H-[1,2,3]triazol-4-ylmethyl]-amino}-methyl)-phenylboronic acid), C(C)(=O)O[BH-](OC(C)=O)OC(C)=O.[Na+] (Sodium triacetoxyborohydride). The solvent is O (water), O (water), C(C)(=O)OCC (ethyl acetate). Reaction conditions: time 10 minute. Yields the product C(C)(C)(C)OC(=O)N(CC=1N=NN(C1)CC1=CC=C(C=C1)OC)CC1=CC=C(C=C1)B(O)O (4-({tert-butoxycarbonyl-[1-(4-methoxy-benzyl)-1H-[1,2,3]triazol-4-ylmethyl]-amino}-methyl)-phenylboronic acid), C(C)(C)(C)OC(=O)N(CC=1N(N=NC1)CC1=CC=C(C=C1)OC)CC1=CC=C(C=C1)B(O)O (4-({tert-butoxycarbonyl-[3-(4-methoxy-benzyl)-3H-[1,2,3]triazol-4-ylmethyl]-amino}-methyl)-phenylboronic acid). The yield is 97.3%. RXN SMILES: [CH3:1][O:2][C:3]1[CH:16]=[CH:15][C:6]([CH2:7][N:8]2[CH:12]=[C:11]([CH2:13][NH2:14])[N:10]=[N:9]2)=[CH:5][CH:4]=1.CO[C:19]1[CH:32]=[CH:31][C:22]([CH2:23][N:24]2[C:28](CN)=CN=N2)=[CH:21][CH:20]=1.[CH:33]([C:35]1[CH:40]=[CH:39][C:38]([B:41]([OH:43])[OH:42])=[CH:37][CH:36]=1)=O.C(O[BH-](OC(=O)C)OC(=O)C)(=O)C.[Na+].C1([B:64]([OH:66])[OH:65])C=CC=CC=1.COC1C=[CH:91][C:72]([CH2:73]N2C(CNCC3C=CC(B(O)O)=CC=3)=CN=N2)=[CH:71]C=1.[C:93](=[O:96])([O-])[O-:94].[K+].[K+].O1CCCC1>O.C(OCC)(=O)C>[C:22]([O:94][C:93]([N:14]([CH2:33][C:35]1[CH:40]=[CH:39][C:38]([B:41]([OH:43])[OH:42])=[CH:37][CH:36]=1)[CH2:13][C:11]1[N:10]=[N:9][N:8]([CH2:7][C:6]2[CH:5]=[CH:4][C:3]([O:2][CH3:1])=[CH:16][CH:15]=2)[CH:12]=1)=[O:96])([CH3:31])([CH3:23])[CH3:21].[C:72]([O:94][C:93]([N:24]([CH2:23][C:22]1[CH:21]=[CH:20][C:19]([B:64]([OH:65])[OH:66])=[CH:32][CH:31]=1)[CH2:28][C:12]1[N:8]([CH2:7][C:6]2[CH:5]=[CH:4][C:3]([O:2][CH3:1])=[CH:16][CH:15]=2)[N:9]=[N:10][CH:11]=1)=[O:96])([CH3:91])([CH3:73])[CH3:71] |f:3.4,7.8.9|. Procedure: A solution of the regioisomeric C-[1-(4-methoxy-benzyl)-1H-[1,2,3]triazol-4-yl]-methylamine and C-[3-(4-methoxy-benzyl)-3H-[1,2,3]triazol-4-yl]-methylamine (1003 and 1004, 20.06 g, 92.0 mmol) in tetrahydrofuran (THF, 300 mL) was treated with 4-formylphenylboronic acid (13.11 g, 87.4 mmol, 0.95 equiv) at room temperature, and the resulting reaction mixture was stirred at room temperature for 10 min. Sodium triacetoxyborohydride (NaB(OAc)3H, 29.25 g, 138.0 mmol, 1.5 equiv) was then added to the re...